Dataset: the Open Reaction Database (ORD), a public repository of structured organic reaction records. Task: describe an organic reaction: reactants, conditions, products, and yield Product: ClC=1C(=NC(=NC1)NC=1C=CC2=C(CCOC(N2CC)=O)C1)NC1=C(C(=O)NC)C=CC=C1F (2-[5-chloro-2-(5-ethyl-6-oxo-5,6,8,9-tetrahydro-7-oxa-5-aza-benzocyclohepten-2-ylamino)-pyrimidin-4-ylamino]-3-fluoro-N-methyl-benzamide). Reactants: NC=1C=CC2=C(CCOC(N2CC)=O)C1 (2-amino-5-ethyl-8,9-dihydro-5H-7-oxa-5-aza-benzocyclohepten-6-one), ClC1=NC=C(C(=N1)NC1=C(C(=O)NC)C=CC=C1F)Cl (2-(2,5-dichloro-pyrimidin-4-ylamino)-3-fluoro-N-methyl-benzamide), 2-[5-chloro-2-(5-ethyl-6-oxo-5,6,8,9-tetrahydro-7-oxa-5-aza-benzocyclohepten-2-ylamino)-pyrimidin-4-ylamino]-3-fluoro-N-methyl-benzamide. HCl salt. Procedure details: Following a procedure analogous to Example 1742a, 2-amino-5-ethyl-8,9-dihydro-5H-7-oxa-5-aza-benzocyclohepten-6-one and 2-(2,5-dichloro-pyrimidin-4-ylamino)-3-fluoro-N-methyl-benzamide were converted to 2-[5-chloro-2-(5-ethyl-6-oxo-5,6,8,9-tetrahydro-7-oxa-5-aza-benzocyclohepten-2-ylamino)-pyrimidin-4-ylamino]-3-fluoro-N-methyl-benzamide. HCl salt: 1H NMR (400 MHz, CD3OD) δ 8.04 (s, 1H), 7.41-7.30 (m, 3H), 7.12 (d, 1H), 7.04 (s, 2H), 4.27 (t, 2H), 3.66 (q, 2H), 2.68 (t, 2H), 2.66 (s, 3H), 0.98 (... RXN SMILES: [NH2:1][C:2]1[CH:3]=[CH:4][C:5]2[N:11]([CH2:12][CH3:13])[C:10](=[O:14])[O:9][CH2:8][CH2:7][C:6]=2[CH:15]=1.Cl[C:17]1[N:22]=[C:21]([NH:23][C:24]2[C:33]([F:34])=[CH:32][CH:31]=[CH:30][C:25]=2[C:26]([NH:28][CH3:29])=[O:27])[C:20]([Cl:35])=[CH:19][N:18]=1>>[Cl:35][C:20]1[C:21]([NH:23][C:24]2[C:33]([F:34])=[CH:32][CH:31]=[CH:30][C:25]=2[C:26]([NH:28][CH3:29])=[O:27])=[N:22][C:17]([NH:1][C:2]2[CH:3]=[CH:4][C:5]3[N:11]([CH2:12][CH3:13])[C:10](=[O:14])[O:9][CH2:8][CH2:7][C:6]=3[CH:15]=2)=[N:18][CH:19]=1.